describe an organic reaction: reactants, conditions, products, and yield From a dataset of the Open Reaction Database (ORD), a public repository of structured organic reaction records. Procedure: 2 g of di-tert-butyl peroxide were dissolved in 100 g of β-bromoethyl bromobenzene and fed into the reactor described in Example 1 at a rate of 70 g/h together with superheated steam (20 g/h). The temperature of the reaction was maintained at 360°C. The products yielded bromostyrene at a conversion of 90%. Conditions: temperature 360 celsius. As a reaction SMILES: C(OOC(C)(C)C)(C)(C)C.[Br:11][CH2:12][CH2:13][C:14]1[CH:19]=[CH:18][CH:17]=[CH:16][C:15]=1Br>>[Br:11][CH:12]=[CH:13][C:14]1[CH:19]=[CH:18][CH:17]=[CH:16][CH:15]=1. The reactants are C(C)(C)(C)OOC(C)(C)C (di-tert-butyl peroxide), BrCCC1=C(C=CC=C1)Br (β-bromoethyl bromobenzene). The product is BrC=CC1=CC=CC=C1 (bromostyrene). The reactants are O=C1CCC(=O)N1Br, CC(=O)OC1COC(n2cnc3cc(C)c(Cl)cc32)C(OC(C)=O)C1OC(C)=O, C1CCOC1. The product is CC(=O)OC1COC(n2c(Br)nc3cc(C)c(Cl)cc32)C(OC(C)=O)C1OC(C)=O. Reaction SMILES: [Br:30][N:31]1[C:32](=[O:33])[CH2:34][CH2:35][C:36]1=[O:37].[Cl:1][c:2]1[c:3]([CH3:29])[cH:4][c:5]2[c:6]([n:7]([CH:10]3[CH:11]([O:12][C:13]([CH3:14])=[O:15])[CH:16]([O:17][C:18]([CH3:19])=[O:20])[CH:21]([O:22][C:23]([CH3:24])=[O:25])[CH2:26][O:27]3)[cH:8][n:9]2)[cH:28]1.[O:38]1[CH2:39][CH2:40][CH2:41][CH2:42]1>>[Cl:1][c:2]1[c:3]([CH3:29])[cH:4][c:5]2[c:6]([n:7]([CH:10]3[CH:11]([O:12][C:13]([CH3:14])=[O:15])[CH:16]([O:17][C:18]([CH3:19])=[O:20])[CH:21]([O:22][C:23]([CH3:24])=[O:25])[CH2:26][O:27]3)[c:8]([Br:30])[n:9]2)[cH:28]1. Reactants: Cc1[nH]cnc1CSCCN, CCCCn1ccc(Cc2cnc(N[N+](=O)[O-])[nH]c2=O)cc1=O, c1ccncc1. Product: CCCCn1ccc(Cc2cnc(NCCSCc3nc[nH]c3C)[nH]c2=O)cc1=O. RXN SMILES: [CH3:1][c:2]1[c:3]([CH2:7][S:8][CH2:9][CH2:10][NH2:11])[n:4][cH:5][nH:6]1.[N+:12]([NH:13][c:16]1[n:17][cH:18][c:19]([CH2:23][c:24]2[cH:25][c:26](=[O:34])[n:27]([CH2:30][CH2:31][CH2:32][CH3:33])[cH:28][cH:29]2)[c:20](=[O:22])[nH:21]1)([O-:14])=[O:15].[cH:35]1[cH:36][cH:37][n:38][cH:39][cH:40]1>>[CH3:1][c:2]1[c:3]([CH2:7][S:8][CH2:9][CH2:10][NH:11][c:16]2[n:17][cH:18][c:19]([CH2:23][c:24]3[cH:25][c:26](=[O:34])[n:27]([CH2:30][CH2:31][CH2:32][CH3:33])[cH:28][cH:29]3)[c:20](=[O:22])[nH:21]2)[n:4][cH:5][nH:6]1. Starting materials: CCO, CO, NS(=O)(=O)c1cc2c(s1)S(=O)(=O)CC=C2. The product is NS(=O)(=O)c1cc2c(s1)S(=O)(=O)CCC2. RXN SMILES: [CH3:16][CH2:17][OH:18].[CH3:19][OH:20].[s:1]1[c:2]([S:12](=[O:13])(=[O:14])[NH2:15])[cH:3][c:4]2[c:5]1[S:6](=[O:10])(=[O:11])[CH2:7][CH:8]=[CH:9]2>>[s:1]1[c:2]([S:12](=[O:13])(=[O:14])[NH2:15])[cH:3][c:4]2[c:5]1[S:6](=[O:10])(=[O:11])[CH2:7][CH2:8][CH2:9]2. The reactants are CCO, CCOC(=O)c1cc([N+](=O)[O-])ccc1Oc1cc(F)cc(F)c1, Nc1ccccc1. Yields the product CCOC(=O)c1cc(N)ccc1Oc1cc(F)cc(F)c1. Reaction SMILES: [CH3:31][CH2:32][OH:33].[N+:1]([O-:2])(=[O:3])[c:4]1[cH:5][cH:6][c:7]([O:15][c:16]2[cH:17][c:18]([F:23])[cH:19][c:20]([F:22])[cH:21]2)[c:8]([C:9](=[O:10])[O:11][CH2:12][CH3:13])[cH:14]1.[NH2:24][c:25]1[cH:26][cH:27][cH:28][cH:29][cH:30]1>>[NH2:1][c:4]1[cH:5][cH:6][c:7]([O:15][c:16]2[cH:17][c:18]([F:23])[cH:19][c:20]([F:22])[cH:21]2)[c:8]([C:9](=[O:10])[O:11][CH2:12][CH3:13])[cH:14]1. Starting materials: O (water), BrCCCCC1=CC=CC=C1 (1-bromo-4-phenylbutane), C(C)OC(=O)N1CCNCC1 (1-ethoxycarbonylpiperazine), C([O-])([O-])=O.[K+].[K+] (potassium carbonate). Solvent: CC(CC)=O (2-butanone), CC(CC)=O (2-butanone). Conditions: temperature 80 celsius, time 12 hour. The product is C(C)OC(=O)N1CCN(CC1)CCCCC1=CC=CC=C1 (1-ethoxycarbonyl-4-(4-phenylbutyl)piperazine). As a reaction SMILES: Br[CH2:2][CH2:3][CH2:4][CH2:5][C:6]1[CH:11]=[CH:10][CH:9]=[CH:8][CH:7]=1.[CH2:12]([O:14][C:15]([N:17]1[CH2:22][CH2:21][NH:20][CH2:19][CH2:18]1)=[O:16])[CH3:13].C(=O)([O-])[O-].[K+].[K+].O>CC(=O)CC>[CH2:12]([O:14][C:15]([N:17]1[CH2:18][CH2:19][N:20]([CH2:2][CH2:3][CH2:4][CH2:5][C:6]2[CH:11]=[CH:10][CH:9]=[CH:8][CH:7]=2)[CH2:21][CH2:22]1)=[O:16])[CH3:13] |f:2.3.4|. Procedure: A solution of 2.47 g of 1-bromo-4-phenylbutane in 5 ml of 2-butanone was added to a mixture of 1.93 g of 1-ethoxycarbonylpiperazine, 1.76 g of potassium carbonate and 15 ml of 2-butanone at room temperature. After stirring at 80° C. for 12 hours, the mixture was cooled and, after addition of water, extracted with ethyl acetate. The extract was washed with water and saturated aqueous solution of sodium chloride in that order and dried over anhydrous sodium sulfate. The residue obtained after conc...